From a dataset of the Open Reaction Database (ORD), a public repository of structured organic reaction records. describe an organic reaction: reactants, conditions, products, and yield The reactants are N#CC(O)c1cccc(Oc2ccccc2)c1, CCOC(=O)C(Cl)=CC1C(C(=O)O)C1(C)C, ClC(Cl)Cl. Yields the product CCOC(=O)C(Cl)=CC1C(C(=O)OC(C#N)c2cccc(Oc3ccccc3)c2)C1(C)C. Reaction SMILES: [C:17](#[N:18])[CH:19]([c:20]1[cH:21][c:22]([O:26][c:27]2[cH:28][cH:29][cH:30][cH:31][cH:32]2)[cH:23][cH:24][cH:25]1)[OH:33].[CH3:1][C:2]1([CH3:16])[CH:3]([C:13](=[O:14])[OH:15])[CH:4]1[CH:5]=[C:6]([C:7]([O:8][CH2:9][CH3:10])=[O:11])[Cl:12].[CH:34]([Cl:35])([Cl:36])[Cl:37]>>[CH3:1][C:2]1([CH3:16])[CH:3]([C:13](=[O:14])[O:15][CH:19]([C:17]#[N:18])[c:20]2[cH:21][c:22]([O:26][c:27]3[cH:28][cH:29][cH:30][cH:31][cH:32]3)[cH:23][cH:24][cH:25]2)[CH:4]1[CH:5]=[C:6]([C:7]([O:8][CH2:9][CH3:10])=[O:11])[Cl:12].